From a dataset of the Open Reaction Database (ORD), a public repository of structured organic reaction records. describe an organic reaction: reactants, conditions, products, and yield The reactants are c1ccc(CN2CCC3(CC2)COc2ccccc2C3)cc1, CC(=O)O, CO. Product: c1ccc2c(c1)CC1(CCNCC1)CO2. RXN SMILES: [CH2:1]([c:2]1[cH:3][cH:4][cH:5][cH:6][cH:7]1)[N:8]1[CH2:9][CH2:10][C:11]2([CH2:12][O:13][c:14]3[cH:15][cH:16][cH:17][cH:18][c:19]3[CH2:20]2)[CH2:21][CH2:22]1.[CH3:23][C:24](=[O:25])[OH:26].[CH3:27][OH:28]>>[NH:8]1[CH2:9][CH2:10][C:11]2([CH2:12][O:13][c:14]3[cH:15][cH:16][cH:17][cH:18][c:19]3[CH2:20]2)[CH2:21][CH2:22]1. Reactants: COC(=O)C(=Cc1cc(OC)cc(OC)c1)c1ccc(Oc2ccc(CO)cc2)cc1, ClCCl, BrP(Br)Br. The product is COC(=O)C(=Cc1cc(OC)cc(OC)c1)c1ccc(Oc2ccc(CBr)cc2)cc1. Reaction SMILES: [CH3:5][O:6][C:7]([C:8](=[CH:9][c:10]1[cH:11][c:12]([O:18][CH3:19])[cH:13][c:14]([O:16][CH3:17])[cH:15]1)[c:20]1[cH:21][cH:22][c:23]([O:26][c:27]2[cH:28][cH:29][c:30]([CH2:33][OH:34])[cH:31][cH:32]2)[cH:24][cH:25]1)=[O:35].[Cl:36][CH2:37][Cl:38].[P:1]([Br:2])([Br:3])[Br:4]>>[Br:2][CH2:33][c:30]1[cH:29][cH:28][c:27]([O:26][c:23]2[cH:22][cH:21][c:20]([C:8]([C:7]([O:6][CH3:5])=[O:35])=[CH:9][c:10]3[cH:11][c:12]([O:18][CH3:19])[cH:13][c:14]([O:16][CH3:17])[cH:15]3)[cH:25][cH:24]2)[cH:32][cH:31]1. The reactants are CCOC(C)=O, CC(C)(CCl)C(=O)Cl, ClCCCl, CCOC(=O)c1cccc(NC(=O)NC2CNc3ccc(C)cc3N(CC(=O)c3ccccc3C)C2=O)c1, c1ccncc1. Product: CCOC(=O)c1cccc(NC(=O)NC2CN(C(=O)C(C)(C)CCl)c3ccc(C)cc3N(CC(=O)c3ccccc3C)C2=O)c1. RXN SMILES: [CH3:53][CH2:54][O:55][C:56](=[O:57])[CH3:58].[Cl:39][CH2:40][C:41]([C:42](=[O:43])[Cl:44])([CH3:45])[CH3:46].[Cl:59][CH2:60][CH2:61][Cl:62].[c:1]1([CH3:38])[c:2]([C:7](=[O:8])[CH2:9][N:10]2[C:11](=[O:37])[CH:12]([NH:22][C:23](=[O:24])[NH:25][c:26]3[cH:27][c:28]([C:32](=[O:33])[O:34][CH2:35][CH3:36])[cH:29][cH:30][cH:31]3)[CH2:13][NH:14][c:15]3[c:16]2[cH:17][c:18]([CH3:21])[cH:19][cH:20]3)[cH:3][cH:4][cH:5][cH:6]1.[cH:47]1[cH:48][cH:49][n:50][cH:51][cH:52]1>>[c:1]1([CH3:38])[c:2]([C:7](=[O:8])[CH2:9][N:10]2[C:11](=[O:37])[CH:12]([NH:22][C:23](=[O:24])[NH:25][c:26]3[cH:27][c:28]([C:32](=[O:33])[O:34][CH2:35][CH3:36])[cH:29][cH:30][cH:31]3)[CH2:13][N:14]([C:42]([C:41]([CH2:40][Cl:39])([CH3:45])[CH3:46])=[O:43])[c:15]3[c:16]2[cH:17][c:18]([CH3:21])[cH:19][cH:20]3)[cH:3][cH:4][cH:5][cH:6]1. Reactants: CC(NCc1ccccc1)C1COc2ccccc2O1, CO, [Pd]. The product is CC(N)C1COc2ccccc2O1. Reaction SMILES: [CH2:1]([c:2]1[cH:3][cH:4][cH:5][cH:6][cH:7]1)[NH:8][CH:9]([CH3:10])[CH:11]1[CH2:12][O:13][c:14]2[c:15]([cH:17][cH:18][cH:19][cH:20]2)[O:16]1.[CH3:21][OH:22].[Pd:23]>>[NH2:8][CH:9]([CH3:10])[CH:11]1[CH2:12][O:13][c:14]2[c:15]([cH:17][cH:18][cH:19][cH:20]2)[O:16]1. Reactants: CI (MeI), N1C(=NC=C1)C=1C=C(C=C(C(=O)OCC)C1)C(=O)OCC (diethyl 5-(1H-imidazol-2-yl)isophthalate), [H-].[Na+] (NaH). Solvent: C1CCOC1 (THF), C1CCOC1 (THF). Conditions: time 8 hour. The product is CN1C(=NC=C1)C=1C=C(C=C(C(=O)OCC)C1)C(=O)OCC (diethyl 5-(1-methyl-1H-imidazol-2-yl)isophthalate). Yield: 422.1%. As a reaction SMILES: [NH:1]1[CH:5]=[CH:4][N:3]=[C:2]1[C:6]1[CH:7]=[C:8]([C:17]([O:19][CH2:20][CH3:21])=[O:18])[CH:9]=[C:10]([CH:16]=1)[C:11]([O:13][CH2:14][CH3:15])=[O:12].[H-].[Na+].[CH3:24]I>C1COCC1>[CH3:24][N:1]1[CH:5]=[CH:4][N:3]=[C:2]1[C:6]1[CH:16]=[C:10]([C:11]([O:13][CH2:14][CH3:15])=[O:12])[CH:9]=[C:8]([CH:7]=1)[C:17]([O:19][CH2:20][CH3:21])=[O:18] |f:1.2|. Reported procedure: A solution of diethyl 5-(1H-imidazol-2-yl)isophthalate (0.0689 g, 0.239 mmol, 1 eq) in anhydrous THF (2 ml) was added dropwise to a stirred suspension of NaH (60% dispersion in oil, 0.0105 g, 0.263 mmol, 1.1 eq) in anhydrous THF (3 ml) at 0° C. under Ar. After 1 h the reaction was warmed to room temperature. After 1 h the reaction was cooled to 0° C. and MeI (0.016 ml, 0.037 g, 0.263 mmol, 1.1 eq) was added dropwise. The reaction was stirred at 0° C. to room temperature overnight. The reaction w... The reactants are C1(=CC=CC=C1)S(=O)(=O)N (benzenesulfonamide), S(=O)(Cl)Cl (thionyl chloride), [H-].[Na+] (sodium hydride), C(CCCCCCCCCCCCCCC)NC1=CC=C(C(=O)O)C=C1 (p-hexadecylaminobenzoic acid). The solvent is C(OC)COC (dimethoxyethane), CC(=O)N(C)C (dimethylacetamide), CC(=O)N(C)C (dimethylacetamide), C(Cl)Cl (methylene chloride). Run at time 30 minute. Product: C(CCCCCCCCCCCCCCC)NC1=CC=C(C(=O)NS(=O)(=O)C2=CC=CC=C2)C=C1 (p-hexadecylamino-N-(phenylsulfonyl)benzamide). RXN SMILES: [C:1]1([S:7]([NH2:10])(=[O:9])=[O:8])[CH:6]=[CH:5][CH:4]=[CH:3][CH:2]=1.[H-].[Na+].[CH2:13]([NH:29][C:30]1[CH:38]=[CH:37][C:33]([C:34](O)=[O:35])=[CH:32][CH:31]=1)[CH2:14][CH2:15][CH2:16][CH2:17][CH2:18][CH2:19][CH2:20][CH2:21][CH2:22][CH2:23][CH2:24][CH2:25][CH2:26][CH2:27][CH3:28].S(Cl)(Cl)=O>C(COC)OC.C(Cl)Cl.CC(N(C)C)=O>[CH2:13]([NH:29][C:30]1[CH:31]=[CH:32][C:33]([C:34]([NH:10][S:7]([C:1]2[CH:6]=[CH:5][CH:4]=[CH:3][CH:2]=2)(=[O:9])=[O:8])=[O:35])=[CH:37][CH:38]=1)[CH2:14][CH2:15][CH2:16][CH2:17][CH2:18][CH2:19][CH2:20][CH2:21][CH2:22][CH2:23][CH2:24][CH2:25][CH2:26][CH2:27][CH3:28] |f:1.2|. Procedure details: A solution of 31.4 g. of benzenesulfonamide in 250 ml. of dry dimethylacetamide is added dropwise, with stirring and cooling, to a suspension of 5.5 g. of sodium hydride in 100 ml. of dry dimethylacetamide over 30 minutes at room temperature. Stirring is continued for a further 30 minutes. In the meantime, a mixture of 36.2 g. of p-hexadecylaminobenzoic acid in 1200 ml. of methylene chloride, 300 ml. of dimethoxyethane, and 40 ml. of thionyl chloride is refluxed for 1 hour and 15 minutes. The so... Starting materials: C[S-], CN(C)C=O, O=Cc1c(Cl)cccc1Cl, [Na+], O. Product: CSc1cccc(Cl)c1C=O. Reaction SMILES: [CH3:11][S-:12].[CH3:15][N:16]([CH3:17])[CH:18]=[O:19].[Cl:1][c:2]1[c:3]([CH:4]=[O:5])[c:6]([Cl:10])[cH:7][cH:8][cH:9]1.[Na+:13].[OH2:14]>>[Cl:1][c:2]1[c:3]([CH:4]=[O:5])[c:6]([S:12][CH3:11])[cH:7][cH:8][cH:9]1.